Task: describe an organic reaction: reactants, conditions, products, and yield. Dataset: the Open Reaction Database (ORD), a public repository of structured organic reaction records Starting materials: C1(CCCC1)S(=O)(=O)Cl (cyclopentanesulfonyl chloride), Cl.NC1=NC(=CC(=N1)C1=CC=C2CCN(CC2=C1)C(=O)OC1CCNCC1)N1CCN(CC1)C (piperidin-4-yl 7-[2-amino-6-(4-methylpiperazin-1-yl)pyrimidin-4-yl]-3,4-dihydroisoquinoline-2(1H)-carboxylate HCl salt). The product is NC1=NC(=CC(=N1)C1=CC=C2CCN(CC2=C1)C(=O)OC1CCN(CC1)S(=O)(=O)C1CCCC1)N1CCN(CC1)C (1-(Cyclopentylsulfonyl)piperidin-4-yl 7-[2-amino-6-(4-methylpiperazin-1-yl)pyrimidin-4-yl]-3,4-dihydroisoquinoline-2(1H)-carboxylate). Reaction SMILES: [CH:1]1([S:6](Cl)(=[O:8])=[O:7])[CH2:5][CH2:4][CH2:3][CH2:2]1.Cl.[NH2:11][C:12]1[N:17]=[C:16]([C:18]2[CH:27]=[C:26]3[C:21]([CH2:22][CH2:23][N:24]([C:28]([O:30][CH:31]4[CH2:36][CH2:35][NH:34][CH2:33][CH2:32]4)=[O:29])[CH2:25]3)=[CH:20][CH:19]=2)[CH:15]=[C:14]([N:37]2[CH2:42][CH2:41][N:40]([CH3:43])[CH2:39][CH2:38]2)[N:13]=1>>[NH2:11][C:12]1[N:17]=[C:16]([C:18]2[CH:27]=[C:26]3[C:21]([CH2:22][CH2:23][N:24]([C:28]([O:30][CH:31]4[CH2:36][CH2:35][N:34]([S:6]([CH:1]5[CH2:5][CH2:4][CH2:3][CH2:2]5)(=[O:8])=[O:7])[CH2:33][CH2:32]4)=[O:29])[CH2:25]3)=[CH:20][CH:19]=2)[CH:15]=[C:14]([N:37]2[CH2:42][CH2:41][N:40]([CH3:43])[CH2:39][CH2:38]2)[N:13]=1 |f:1.2|. Procedure details: This compound was prepared by using procedures analogous to those described for the synthesis of Example 67, Step 4 starting from cyclopentanesulfonyl chloride (Aldrich, Cat. #656607) and piperidin-4-yl 7-[2-amino-6-(4-methylpiperazin-1-yl)pyrimidin-4-yl]-3,4-dihydroisoquinoline-2(1H)-carboxylate HCl salt. Analytic LCMS (M+H)+: m/z=584.2. Reactants: O=C([O-])O, CO, Cl, O=[N+]([O-])c1cc(C(F)(F)F)ccc1N1CCc2ccccc21, [Na+], Cl[Sn]Cl. Product: Nc1cc(C(F)(F)F)ccc1N1CCc2ccccc21. As a reaction SMILES: [C:27](=[O:28])([OH:29])[O-:30].[CH3:32][OH:33].[ClH:1].[N+:5]([O-:6])(=[O:7])[c:8]1[c:9]([N:18]2[CH2:19][CH2:20][c:21]3[cH:22][cH:23][cH:24][cH:25][c:26]32)[cH:10][cH:11][c:12]([C:14]([F:15])([F:16])[F:17])[cH:13]1.[Na+:31].[Sn:2]([Cl:3])[Cl:4]>>[NH2:5][c:8]1[c:9]([N:18]2[CH2:19][CH2:20][c:21]3[cH:22][cH:23][cH:24][cH:25][c:26]32)[cH:10][cH:11][c:12]([C:14]([F:15])([F:16])[F:17])[cH:13]1. Reactants: BrC(Br)(Br)Br, ClCCl, CCOC(=O)C(O)c1ccccc1C, c1ccc(P(c2ccccc2)c2ccccc2)cc1. The product is CCOC(=O)C(Br)c1ccccc1C. As a reaction SMILES: [C:34]([Br:35])([Br:36])([Br:37])[Br:38].[Cl:39][CH2:40][Cl:41].[OH:1][CH:2]([C:3](=[O:4])[O:5][CH2:6][CH3:7])[c:8]1[c:9]([CH3:14])[cH:10][cH:11][cH:12][cH:13]1.[c:15]1([P:16]([c:17]2[cH:18][cH:19][cH:20][cH:21][cH:22]2)[c:23]2[cH:24][cH:25][cH:26][cH:27][cH:28]2)[cH:29][cH:30][cH:31][cH:32][cH:33]1>>[CH:2]([C:3](=[O:4])[O:5][CH2:6][CH3:7])([c:8]1[c:9]([CH3:14])[cH:10][cH:11][cH:12][cH:13]1)[Br:35]. The reactants are CC1(OCC(O1)CN1C=C(C2=CC=CC=C12)C(C(F)(F)F)=O)C (1-[1-(2,2-dimethyl-1,3-dioxolan-4-ylmethyl)-1H-indol-3-yl]-2,2,2-trifluoroethanone), BrC1=CC2=C(N(N=N2)C2=CC=C(C=C2)F)C=C1 (5-bromo-1-(4-fluorophenyl)-1H-benzotriazole), C(CCC)[Li] (n-butyllithium), solution. Solvent: C1CCOC1 (THF), C1CCOC1 (THF), hexanes. Run at time 1 minute. Product: CC1(OCC(O1)CN1C=C(C2=CC=CC=C12)C(C(F)(F)F)(O)C1=CC2=C(N(N=N2)C2=CC=C(C=C2)F)C=C1)C (1-[1-(2,2-Dimethyl-1,3-dioxolan-4-ylmethyl)-1H-indol-3-yl]-2,2,2-trifluoro-1-[1-(4-fluorophenyl)-1H-benzotriazol-5-yl]ethanol). Yield: 55.5%. RXN SMILES: Br[C:2]1[CH:17]=[CH:16][C:5]2[N:6]([C:9]3[CH:14]=[CH:13][C:12]([F:15])=[CH:11][CH:10]=3)[N:7]=[N:8][C:4]=2[CH:3]=1.C([Li])CCC.[CH3:23][C:24]1([CH3:45])[O:28][CH:27]([CH2:29][N:30]2[C:38]3[C:33](=[CH:34][CH:35]=[CH:36][CH:37]=3)[C:32]([C:39](=[O:44])[C:40]([F:43])([F:42])[F:41])=[CH:31]2)[CH2:26][O:25]1>C1COCC1>[CH3:23][C:24]1([CH3:45])[O:28][CH:27]([CH2:29][N:30]2[C:38]3[C:33](=[CH:34][CH:35]=[CH:36][CH:37]=3)[C:32]([C:39]([C:2]3[CH:17]=[CH:16][C:5]4[N:6]([C:9]5[CH:14]=[CH:13][C:12]([F:15])=[CH:11][CH:10]=5)[N:7]=[N:8][C:4]=4[CH:3]=3)([OH:44])[C:40]([F:43])([F:42])[F:41])=[CH:31]2)[CH2:26][O:25]1. Procedure: To a chilled (−78° C.) solution of 5-bromo-1-(4-fluorophenyl)-1H-benzotriazole (145 mg, 0.5 mmol) in anhydrous THF (3 mL) was added n-butyllithium (0.22 mL of a 2.5 M solution in hexanes, 0.55 mmol). After 1 minute, a chilled (−78° C.) solution of 1-[1-(2,2-dimethyl-1,3-dioxolan-4-ylmethyl)-1H-indol-3-yl]-2,2,2-trifluoroethanone (185 mg, 0.57 mmol) in 1 mL of THF was added. After 30 minutes, the mixture was quenched with brine solution (50 mL) and extracted with ethyl acetate. The combined organ...